describe an organic reaction: reactants, conditions, products, and yield From a dataset of the Open Reaction Database (ORD), a public repository of structured organic reaction records. Starting materials: C(C)(C)(C)OC(NC1(CCC1)C1=NC=C(C=C1)I)=O ([1-(5-iodo-pyridin-2-yl)-cyclobutyl]-carbamic acid tert-butyl ester), C(C)(C)(C)OC(=O)N1N=CC(=C1)B1OC(C(O1)(C)C)(C)C (4-(4,4,5,5-tetramethyl-1,3,2-dioxaborolan-2-yl)-pyrazole-1-carboxylic acid tert-butyl ester), PdCl2(dppf)Cl2, [OH-].[Na+] (NaOH), [O-]P(=O)([O-])[O-].[K+].[K+].[K+] (K3PO4). Run in COCCOC.O.CCO (DME H2O EtOH). Run at temperature 100 celsius, time 20 minute. The product is C(C)(C)(C)OC(NC1(CCC1)C1=NC=C(C=C1)C=1C=NNC1)=O ({1-[5-(1H-pyrazol-4-yl)-pyridin-2-yl]-cyclobutyl}-carbamic acid tert-butyl ester). Isolated yield 103.4%. As a reaction SMILES: [C:1]([O:5][C:6](=[O:19])[NH:7][C:8]1([C:12]2[CH:17]=[CH:16][C:15](I)=[CH:14][N:13]=2)[CH2:11][CH2:10][CH2:9]1)([CH3:4])([CH3:3])[CH3:2].C(OC([N:27]1[CH:31]=[C:30](B2OC(C)(C)C(C)(C)O2)[CH:29]=[N:28]1)=O)(C)(C)C.[O-]P([O-])([O-])=O.[K+].[K+].[K+].[OH-].[Na+]>COCCOC.O.CCO>[C:1]([O:5][C:6](=[O:19])[NH:7][C:8]1([C:12]2[CH:17]=[CH:16][C:15]([C:30]3[CH:31]=[N:27][NH:28][CH:29]=3)=[CH:14][N:13]=2)[CH2:11][CH2:10][CH2:9]1)([CH3:4])([CH3:3])[CH3:2] |f:2.3.4.5,6.7,8.9.10|. Reported procedure: To a mixture of [1-(5-iodo-pyridin-2-yl)-cyclobutyl]-carbamic acid tert-butyl ester (0.46 g, 1.23 mmol), 4-(4,4,5,5-tetramethyl-1,3,2-dioxaborolan-2-yl)-pyrazole-1-carboxylic acid tert-butyl ester (0.4 g, 1.35 mmol), and PdCl2(dppf)Cl2.dichloromethane complex (0.2 g, 0.25 mmol) in DME/H2O/EtOH (4 mL, 7:3:2) in a sealable microwave tube was added 1M K3PO4 (1.5 mL, 1.5 mmol). The tube was sealed and heated in microwave at 100° C. for 10 minutes and then 120° C. for 20 minutes. 2M NaOH was added (2... Starting materials: C1(=CC=CC2=CC=CC=C12)/C=C/C=1N=C(SC1)C1CCN(CC1)C(=O)OC(C)(C)C (tert-Butyl 4-{4-[(E)-2-(naphthalen-1-yl)ethenyl]-1,3-thiazol-2-yl}piperidine-1-carboxylate), CC1=CC(=NN1CC(=O)O)C(F)(F)F ([5-methyl-3-(trifluoromethyl)-1H-pyrazol-1-yl]acetic acid). Product: CC1=CC(=NN1CC(=O)N1CCC(CC1)C=1SC=C(N1)\C=C\C1=CC=CC2=CC=CC=C12)C(F)(F)F (2-[5-Methyl-3-(trifluoromethyl)-1H-pyrazol-1-yl]-1-(4-{4-[(E)-2-(naphthalen-1-yl)ethenyl]-1,3-thiazol-2-yl}piperidin-1-yl)ethanone). As a reaction SMILES: [C:1]1(/[CH:11]=[CH:12]/[C:13]2[N:14]=[C:15]([CH:18]3[CH2:23][CH2:22][N:21](C(OC(C)(C)C)=O)[CH2:20][CH2:19]3)[S:16][CH:17]=2)[C:10]2[C:5](=[CH:6][CH:7]=[CH:8][CH:9]=2)[CH:4]=[CH:3][CH:2]=1.[CH3:31][C:32]1[N:36]([CH2:37][C:38]([OH:40])=O)[N:35]=[C:34]([C:41]([F:44])([F:43])[F:42])[CH:33]=1>>[CH3:31][C:32]1[N:36]([CH2:37][C:38]([N:21]2[CH2:22][CH2:23][CH:18]([C:15]3[S:16][CH:17]=[C:13](/[CH:12]=[CH:11]/[C:1]4[C:10]5[C:5](=[CH:6][CH:7]=[CH:8][CH:9]=5)[CH:4]=[CH:3][CH:2]=4)[N:14]=3)[CH2:19][CH2:20]2)=[O:40])[N:35]=[C:34]([C:41]([F:44])([F:43])[F:42])[CH:33]=1. Procedure: tert-Butyl 4-{4-[(E)-2-(naphthalen-1-yl)ethenyl]-1,3-thiazol-2-yl}piperidine-1-carboxylate (IV-2, 171 mg) is deprotected analogously to Example II-2 and then reacted analogously to Example I-81 with [5-methyl-3-(trifluoromethyl)-1H-pyrazol-1-yl]acetic acid (100 mg). After chromatographic purification, this gives 2-[5-methyl-3-(trifluoromethyl)-1H-pyrazol-1-yl]-1-(4-{4-[(E)-2-(naphthalen-1-yl)ethenyl]-1,3-thiazol-2-yl}piperidin-1-yl)ethanone (180 mg). The reactants are BrC1=CC=C(C=C1)C1(CC1)C1=NN=C2N1CCSC(C2)(C)CO[Si](C)(C)C(C)(C)C (3-[1-(4-Bromophenyl)cyclopropyl]-8-({[tert-butyl(dimethyl)silyl]oxy}methyl)-8-methyl-5,6,8,9-tetrahydro[1,2,4]triazolo[4,3-d][1,4]thiazepine), CN1N=CC=C1B1OC(C)(C)C(C)(C)O1 (1-methyl-1H-pyrazole-5-boronic acid pinacol ester), C([O-])([O-])=O.[K+].[K+] (potassium carbonate), C(O)([O-])=O.[Na+] (sodium hydrogencarbonate). The reagents and catalysts are C=1C=CC(=CC1)[P](C=2C=CC=CC2)(C=3C=CC=CC3)[Pd]([P](C=4C=CC=CC4)(C=5C=CC=CC5)C=6C=CC=CC6)([P](C=7C=CC=CC7)(C=8C=CC=CC8)C=9C=CC=CC9)[P](C=1C=CC=CC1)(C=1C=CC=CC1)C=1C=CC=CC1 (tetrakis(triphenylphosphine)palladium(0)). Run in C(OC)COC (dimethoxyethane), O (water). Product: [Si](C)(C)(C(C)(C)C)OCC1(CC=2N(CCS1)C(=NN2)C2(CC2)C2=CC=C(C=C2)C2=CC=NN2C)C (8-({[Tert-butyl(dimethyl)silyl]oxy}methyl)-8-methyl-3-{1-[4-(1-methyl-1H-pyrazol-5-yl)phenyl]cyclopropyl}-5,6,8,9-tetrahydro[1,2,4]triazolo[4,3-d][1,4]thiazepine). Yield: 31.2%. Reaction SMILES: Br[C:2]1[CH:7]=[CH:6][C:5]([C:8]2([C:11]3[N:15]4[CH2:16][CH2:17][S:18][C:19]([CH2:22][O:23][Si:24]([C:27]([CH3:30])([CH3:29])[CH3:28])([CH3:26])[CH3:25])([CH3:21])[CH2:20][C:14]4=[N:13][N:12]=3)[CH2:10][CH2:9]2)=[CH:4][CH:3]=1.[CH3:31][N:32]1[C:36](B2OC(C)(C)C(C)(C)O2)=[CH:35][CH:34]=[N:33]1.C(=O)([O-])[O-].[K+].[K+].C(=O)([O-])O.[Na+]>C(COC)OC.O.C1C=CC([P]([Pd]([P](C2C=CC=CC=2)(C2C=CC=CC=2)C2C=CC=CC=2)([P](C2C=CC=CC=2)(C2C=CC=CC=2)C2C=CC=CC=2)[P](C2C=CC=CC=2)(C2C=CC=CC=2)C2C=CC=CC=2)(C2C=CC=CC=2)C2C=CC=CC=2)=CC=1>[Si:24]([O:23][CH2:22][C:19]1([CH3:21])[S:18][CH2:17][CH2:16][N:15]2[C:11]([C:8]3([C:5]4[CH:6]=[CH:7][C:2]([C:36]5[N:32]([CH3:31])[N:33]=[CH:34][CH:35]=5)=[CH:3][CH:4]=4)[CH2:10][CH2:9]3)=[N:12][N:13]=[C:14]2[CH2:20]1)([C:27]([CH3:30])([CH3:29])[CH3:28])([CH3:26])[CH3:25] |f:2.3.4,5.6,^1:67,69,88,107|. Procedure: A solution of the compound (555 mg, 1.0 mmol) obtained in Example 16-4), 1-methyl-1H-pyrazole-5-boronic acid pinacol ester (321 mg, 1.5 mmol), tetrakis(triphenylphosphine)palladium(0) (231 mg, 0.2 mmol), and potassium carbonate (276 mg, 2 mmol) in dimethoxyethane (4 mL) and water (1 mL) was stirred at 130° C. for 1.5 h under microwave irradiation. The reaction mixture was cooled to room temperature, saturated aqueous sodium hydrogencarbonate was added to the reaction mixture, the mixture was ext... Starting materials: C(C)OC(=O)C=1C(C=2C=C3C(=NC2N(C1)C)C=C(C(=C3)F)F)=O (3-ethoxycarbonyl-7,8-difluoro-1-methyl-4-oxo-1,4-dihydrobenzo[b][1,8 ]naphthyridine), Cl.Cl.ON1CCNCC1 (1-hydroxypiperazine dihydrochloride), C([O-])([O-])=O.[Na+].[Na+] (sodium carbonate). Product: C(C)OC(=O)C=1C(C=2C=C3C(=NC2N(C1)C)C=C(C(=C3)F)N3CCN(CC3)O)=O (3-Ethoxycarbonyl-7-fluoro-8-(4-hydroxy-1-piperazinyl)-1-methyl-4-oxo-1,4-dihydrobenzo[b][1,8]naphthyridine). Yield: 86.1%. Reaction SMILES: [CH2:1]([O:3][C:4]([C:6]1[C:7](=[O:23])[C:8]2[CH:9]=[C:10]3[CH:20]=[C:19]([F:21])[C:18](F)=[CH:17][C:11]3=[N:12][C:13]=2[N:14]([CH3:16])[CH:15]=1)=[O:5])[CH3:2].Cl.Cl.[OH:26][N:27]1[CH2:32][CH2:31][NH:30][CH2:29][CH2:28]1.C(=O)([O-])[O-].[Na+].[Na+]>>[CH2:1]([O:3][C:4]([C:6]1[C:7](=[O:23])[C:8]2[CH:9]=[C:10]3[CH:20]=[C:19]([F:21])[C:18]([N:30]4[CH2:31][CH2:32][N:27]([OH:26])[CH2:28][CH2:29]4)=[CH:17][C:11]3=[N:12][C:13]=2[N:14]([CH3:16])[CH:15]=1)=[O:5])[CH3:2] |f:1.2.3,4.5.6|. Procedure: 3-Ethoxycarbonyl-7-fluoro-8-(4-hydroxy-1-piperazinyl)-1-methyl-4-oxo-1,4-dihydrobenzo[b][1,8]naphthyridine was prepared under the conditions of Example 39, but starting with 3-ethoxycarbonyl-7,8-difluoro-1-methyl-4-oxo-1,4-dihydrobenzo[b][1,8 ]naphthyridine (3 g), 1-hydroxypiperazine dihydrochloride (1.97 g) and sodium carbonate (1.99 g). 3-Ethoxycarbonyl-7-fluoro-8-(4-hydroxy-1-piperazinyl)-1-methyl-4-oxo-1,4-dihydrobenzo[b][1,8]naphthyridine (3.25 g) is obtained in the form of a yellow solid, ... Starting materials: solution, N (ammonia), N (ammonia), C1(=CC=C(C=C1)C1CC2=NC3=C(N2C(C1)=O)C=CC(=C3)Cl)C3=CC=CC=C3 (3-(biphenyl-4-yl)-7-chloro-3,4-dihydropyrido[1,2-a]benzimidazol-1(2H)-one), C1(=CC=C(C=C1)C1CC2=NC3=C(N2C(C1)=O)C=C(C=C3)Cl)C3=CC=CC=C3 (3-(biphenyl-4-yl)-8-chloro-3,4-dihydropyrido[1,2-a]benzimidazol-1(2H)-one). Run in O (water), O1CCOCC1 (1,4-dioxane). The product is C1(=CC=C(C=C1)C(CC(=O)N)CC=1NC2=C(N1)C=CC(=C2)Cl)C2=CC=CC=C2 (3-(biphenyl-4-yl)-4-(5-chloro-2-benzimidazolyl)butyramide). As a reaction SMILES: [C:1]1([C:22]2[CH:27]=[CH:26][CH:25]=[CH:24][CH:23]=2)[CH:6]=[CH:5][C:4]([CH:7]2[CH2:15][C:14](=[O:16])[N:13]3[C:9](=[N:10][C:11]4[CH:20]=[C:19]([Cl:21])[CH:18]=[CH:17][C:12]=43)[CH2:8]2)=[CH:3][CH:2]=1.C1(C2C=CC=CC=2)C=CC(C2CC(=O)N3C(=[N:37]C4C=CC(Cl)=CC=43)C2)=CC=1.N>O1CCOCC1.O>[C:1]1([C:22]2[CH:23]=[CH:24][CH:25]=[CH:26][CH:27]=2)[CH:6]=[CH:5][C:4]([CH:7]([CH2:8][C:9]2[NH:10][C:11]3[CH:20]=[C:19]([Cl:21])[CH:18]=[CH:17][C:12]=3[N:13]=2)[CH2:15][C:14]([NH2:37])=[O:16])=[CH:3][CH:2]=1. Procedure details: The 1:1-mixture of 3-(biphenyl-4-yl)-7-chloro-3,4-dihydropyrido[1,2-a]benzimidazol-1(2H)-one and 3-(biphenyl-4-yl)-8-chloro-3,4-dihydropyrido[1,2-a]benzimidazol-1(2H)-one (200 mg) was dissolved in 1,4-dioxane (3 ml) at reflux temperature. A 25% solution of ammonia in water (1 ml) was added to give a light red solution. Refluxing was continued for 2 h while addition of 25% ammonia solution in 1 ml portions was repeated every half an hour (3 times). Then all volatiles were removed at the water asp... The reactants are ClC1=CC=C(C=C1)C(C=1C(=NN(C1)C1CC1)C(=O)O)NC1=CN(C(C(=C1)C)=O)C (4-((4-chlorophenyl)((1,5-dimethyl-6-oxo-1,6-dihydropyridin-3-yl)amino)methyl)-1-cyclopropyl-1H-pyrazole-3-carboxylic acid). Run in C(Cl)Cl.CO (CH2Cl2 MeOH). The product is ClC1=CC=C(C=C1)C1N(C(C2=NN(C=C21)C2CC2)=O)C2=CN(C(C(=C2)C)=O)C (4-(4-chlorophenyl)-2-cyclopropyl-5-(1,5-dimethyl-6-oxo-1,6-dihydropyridin-3-yl)-4,5-dihydropyrrolo[3,4-c]pyrazol-6(2H)-one). As a reaction SMILES: [Cl:1][C:2]1[CH:7]=[CH:6][C:5]([CH:8]([NH:20][C:21]2[CH:26]=[C:25]([CH3:27])[C:24](=[O:28])[N:23]([CH3:29])[CH:22]=2)[C:9]2[C:10]([C:17]([OH:19])=O)=[N:11][N:12]([CH:14]3[CH2:16][CH2:15]3)[CH:13]=2)=[CH:4][CH:3]=1>C(Cl)Cl.CO>[Cl:1][C:2]1[CH:3]=[CH:4][C:5]([CH:8]2[C:9]3[C:10](=[N:11][N:12]([CH:14]4[CH2:15][CH2:16]4)[CH:13]=3)[C:17](=[O:19])[N:20]2[C:21]2[CH:26]=[C:25]([CH3:27])[C:24](=[O:28])[N:23]([CH3:29])[CH:22]=2)=[CH:6][CH:7]=1 |f:1.2|. Procedure details: The title compound was prepared in analogy to the procedure described in Example 1 using 4-((4-chlorophenyl)((1,5-dimethyl-6-oxo-1,6-dihydropyridin-3-yl)amino)methyl)-1-cyclopropyl-1H-pyrazole-3-carboxylic acid (Step 39.2). tR: 3.88 min (HPLC 1); tR: 0.88 min (LC-MS 2); ESI-MS: 395 [M+H]+ (LC-MS 2); Rf=0.33 (CH2Cl2/MeOH 9:1); 1H NMR (400 MHz, DMSO-d6) δ ppm 0.96-1.04 (m, 2H) 1.08-1.14 (m, 2H) 1.90 (s, 3H) 3.34 (s, 3H) 3.83-3.91 (m, 1H) 6.11 (s, 1H) 7.18-7.23 (m, 2H) 7.30-7.38 (m, 3H) 7.68-7.71 (... Starting materials: C(C(O)C1=CC=CC=C1)(=O)O (DL-mandelic acid), CN(C1=CC=CC=C1)C (dimethylaniline), ClC(=O)OC (methyl chloroformate). Run in O1CCCC1 (tetrahydrofuran). Run at time 30 minute. Yields the product COC(=O)OC(C(=O)O)C1=CC=CC=C1 (α-[(Methoxycarbonyl)oxy]phenylacetic acid). RXN SMILES: [C:1]([OH:11])(=[O:10])[CH:2]([C:4]1[CH:9]=[CH:8][CH:7]=[CH:6][CH:5]=1)[OH:3].CN(C)C1C=CC=CC=1.Cl[C:22]([O:24][CH3:25])=[O:23]>O1CCCC1>[CH3:25][O:24][C:22]([O:3][CH:2]([C:4]1[CH:9]=[CH:8][CH:7]=[CH:6][CH:5]=1)[C:1]([OH:11])=[O:10])=[O:23]. Procedure details: 60 gms. (0.4 moles) of DL-mandelic acid are dissolved in 50 ml. of tetrahydrofuran. 50 gms. (0.4 moles) of dimethylaniline are added and the mixture is cooled to -20°. 45 gms. (0.5 moles) of methyl chloroformate are added with vigorous stirring. After 30 minutes, the reaction mixture is poured into 500 ml. of ice-water and extracted with ethyl acetate. The organic phase is washed with 100 ml. of 2N HCl solution and concentrated after drying over sodium sulfate. A light oil is obtained which crys... Reactants: Cl (HCl), CN(C)CC1=CC=C(O1)CSCCNC1=NC=C(C(N1)=O)[N+](=O)[O-] (2-{2-[(5-dimethylaminomethyl-2-furyl)methylthio]ethylamino}-5-nitro-4(3H)-pyrimidone), COCCO (2-methoxyethanol), 28. Reagents/catalysts: [Ni] (Raney nickel). The product is NC=1C(NC(=NC1)NCCSCC=1OC(=CC1)CN(C)C)=O (5-Amino-2-{2-[(5-dimethylaminomethyl-2-furyl)methylthio]ethylamino}-4(3H)-pyrimidone). Yield: 90.6%. RXN SMILES: [CH3:1][N:2]([CH2:4][C:5]1[O:9][C:8]([CH2:10][S:11][CH2:12][CH2:13][NH:14][C:15]2[NH:20][C:19](=[O:21])[C:18]([N+:22]([O-])=O)=[CH:17][N:16]=2)=[CH:7][CH:6]=1)[CH3:3].COCCO.Cl>[Ni]>[NH2:22][C:18]1[C:19](=[O:21])[NH:20][C:15]([NH:14][CH2:13][CH2:12][S:11][CH2:10][C:8]2[O:9][C:5]([CH2:4][N:2]([CH3:1])[CH3:3])=[CH:6][CH:7]=2)=[N:16][CH:17]=1. Procedure: To a solution of 2-{2-[(5-dimethylaminomethyl-2-furyl)methylthio]ethylamino}-5-nitro-4(3H)-pyrimidone (4.26 g; 12.05 mmoles) in 50 ml of 2-methoxyethanol containing 1.55N methanolic HCl (7.75 ml; 12.01 meq.) was added a catalytic amount of Raney nickel No. 28 (approximately 2.8 cm3), and the mixture was hydrogenated in a Parr apparatus at 50 psi for 1.25 hours. The reaction mixture was filtered, treated with 20 ml of 1.55N methanolic HCl and evaporated under reduced pressure. The residue was pla... Product: COc1ccc(C(Nc2ccccc2)C(=O)OC2CN3CCC2CC3)cc1. As a reaction SMILES: [CH2:64]1[O:65][CH2:66][CH2:67][CH2:68]1.[CH3:2][O:3][c:4]1[cH:5][cH:6][c:7]([CH:10]([C:11](=[O:12])[OH:13])[NH:14][c:15]2[cH:16][cH:17][cH:18][cH:19][cH:20]2)[cH:8][cH:9]1.[CH:21]1([N:22]=[C:23]=[N:24][CH:25]2[CH2:26][CH2:27][CH2:28][CH2:29][CH2:30]2)[CH2:31][CH2:32][CH2:33][CH2:34][CH2:35]1.[CH:46]([N:47]([CH2:48][CH3:49])[CH:50]([CH3:51])[CH3:52])([CH3:53])[CH3:54].[ClH:1].[N:55]12[CH2:56][CH:57]([OH:63])[CH:58]([CH2:59][CH2:60]1)[CH2:61][CH2:62]2.[OH:36][n:37]1[c:38]2[c:39]([cH:40][cH:41][cH:42][cH:43]2)[n:44][n:45]1>>[CH3:2][O:3][c:4]1[cH:5][cH:6][c:7]([CH:10]([C:11]([O:12][CH:57]2[CH2:56][N:55]3[CH2:60][CH2:59][CH:58]2[CH2:61][CH2:62]3)=[O:13])[NH:14][c:15]2[cH:16][cH:17][cH:18][cH:19][cH:20]2)[cH:8][cH:9]1. Starting materials: C1CCOC1, COc1ccc(C(Nc2ccccc2)C(=O)O)cc1, C(=NC1CCCCC1)=NC1CCCCC1, CCN(C(C)C)C(C)C, Cl, OC1CN2CCC1CC2, On1nnc2ccccc21. Starting materials: NC[C@@H](C)O ((R)-1-amino-2-propanol), COC1=CC=C2CC(C(C2=C1)=O)CC(C)=O ((RS)-6-methoxy-2-(2-oxopropyl)-1-indanone), O (water). The reagents and catalysts are C1(=CC=C(C=C1)S(=O)(=O)O)C (p-toluenesulfonic acid). Run in C1(=CC=CC=C1)C (toluene), C1(=CC=CC=C1)C (toluene). Run at time 90 minute. Product: COC1=CC=C2CC3=C(N(C(=C3)C)C[C@@H](C)O)C2=C1 ((R)-1-(7-methoxy-2-methyl-1,4-dihydro-indeno[1,2-b]pyrrol-1-yl)-propan-2-ol). Yield: 61.4%. RXN SMILES: [CH3:1][O:2][C:3]1[CH:11]=[C:10]2[C:6]([CH2:7][CH:8]([CH2:13][C:14](=O)[CH3:15])[C:9]2=O)=[CH:5][CH:4]=1.O.[NH2:18][CH2:19][C@H:20]([OH:22])[CH3:21]>C1(C)C=CC=CC=1.C1(C)C=CC(S(O)(=O)=O)=CC=1>[CH3:1][O:2][C:3]1[CH:11]=[C:10]2[C:6]([CH2:7][C:8]3[CH:13]=[C:14]([CH3:15])[N:18]([CH2:19][C@H:20]([OH:22])[CH3:21])[C:9]=32)=[CH:5][CH:4]=1. Procedure details: A solution of 1.45 g of (RS)-6-methoxy-2-(2-oxopropyl)-1-indanone and 60 mg of p-toluenesulfonic acid in 70 ml of anhydrous toluene was heated on a water separator. A solution of 2.0 g of (R)-1-amino-2-propanol in 20 ml of anhydrous toluene was added dropwise to the boiling solution over a period of 5 minutes. Subsequently, the mixture was boiled for an additional 90 minutes, during which time the solvent was reduced to a volume of 20 ml. The cooled reaction mixture was purified by column chroma...